From a dataset of the Open Reaction Database (ORD), a public repository of structured organic reaction records. describe an organic reaction: reactants, conditions, products, and yield Reactants: ClCCCl, CN(C)c1ccncc1, NOCC1CC1, Cl, CC(C)C(C(=O)O)N1Cc2c(F)cnc3[nH]cc(c23)C1=O, CN(C)C=O, On1nnc2ccccc21. The product is CC(C)C(C(=O)NOCC1CC1)N1Cc2c(F)cnc3[nH]cc(c23)C1=O. Reaction SMILES: [CH2:39]([Cl:40])[CH2:41][Cl:42].[CH3:43][N:44]([CH3:45])[c:46]1[cH:47][cH:48][n:49][cH:50][cH:51]1.[CH:23]1([CH2:26][O:27][NH2:28])[CH2:24][CH2:25]1.[ClH:22].[F:1][c:2]1[cH:3][n:4][c:5]2[c:6]3[c:7]([cH:20][nH:21]2)[C:8](=[O:19])[N:9]([CH:12]([C:13](=[O:14])[OH:15])[CH:16]([CH3:17])[CH3:18])[CH2:10][c:11]13.[O:52]=[CH:53][N:54]([CH3:55])[CH3:56].[OH:29][n:30]1[c:31]2[c:32]([cH:33][cH:34][cH:35][cH:36]2)[n:37][n:38]1>>[F:1][c:2]1[cH:3][n:4][c:5]2[c:6]3[c:7]([cH:20][nH:21]2)[C:8](=[O:19])[N:9]([CH:12]([C:13](=[O:15])[NH:28][O:27][CH2:26][CH:23]2[CH2:24][CH2:25]2)[CH:16]([CH3:17])[CH3:18])[CH2:10][c:11]13. Procedure: A solution of N-(4-chlorobenzyl)-4-hydroxy-6-(3-hydroxy-1-propynyl)-3-quinolinecarboxamide from Preparation No. 5 (0.367 g) is dissolved in DMF (10 mL), and K2CO3 (0.55 g) and N-(3chloropropyl)piperidine hydrochloride (0.408 g) are added. The reaction mixture is heated to 90° C. for 10 h, and then allowed to stir at room temperature for 38 h. Water is added and a precipitate formed. The precipitate is filtered and allowed to dry at room temperature and then under reduced pressure to give 0.187 g... Conditions: temperature 90 celsius, time 38 hour. Reactants: 5, ClC1=CC=C(CNC(=O)C=2C=NC3=CC=C(C=C3C2O)C#CCO)C=C1 (N-(4-chlorobenzyl)-4-hydroxy-6-(3-hydroxy-1-propynyl)-3-quinolinecarboxamide), O (Water), C(=O)([O-])[O-].[K+].[K+] (K2CO3), Cl.ClCCCN1CCCCC1 (N-(3chloropropyl)piperidine hydrochloride). Solvent: CN(C)C=O (DMF). The product is ClC1=CC=C(CNC(=O)C2=CN(C3=CC=C(C=C3C2=O)C#CCO)CCCN2CCCCC2)C=C1 (N-(4-Chlorobenzyl)-6-(3-hydroxy-1-propynyl)-1-[3-(1-piperidinyl)propyl]-4-oxo-1,4-dihydro-3-quinolinecarboxamide). RXN SMILES: [Cl:1][C:2]1[CH:26]=[CH:25][C:5]([CH2:6][NH:7][C:8]([C:10]2[CH:11]=[N:12][C:13]3[C:18]([C:19]=2[OH:20])=[CH:17][C:16]([C:21]#[C:22][CH2:23][OH:24])=[CH:15][CH:14]=3)=[O:9])=[CH:4][CH:3]=1.C([O-])([O-])=O.[K+].[K+].Cl.Cl[CH2:35][CH2:36][CH2:37][N:38]1[CH2:43][CH2:42][CH2:41][CH2:40][CH2:39]1.O>CN(C=O)C>[Cl:1][C:2]1[CH:3]=[CH:4][C:5]([CH2:6][NH:7][C:8]([C:10]2[C:19](=[O:20])[C:18]3[C:13](=[CH:14][CH:15]=[C:16]([C:21]#[C:22][CH2:23][OH:24])[CH:17]=3)[N:12]([CH2:35][CH2:36][CH2:37][N:38]3[CH2:43][CH2:42][CH2:41][CH2:40][CH2:39]3)[CH:11]=2)=[O:9])=[CH:25][CH:26]=1 |f:1.2.3,4.5|. Starting materials: BrC=1C=C2C=CC(=CC2=CC1)O (6-bromo-2-naphthol), [H-].[Na+] (NaH), BrCCC=C (4-bromo-1-butene), BrCCC=C (4-bromo-1-butene), CN(P(N(C)C)(N(C)C)=O)C (hexamethylphosphoric triamide), [H-].[Na+] (NaH). Run in C1CCOC1 (THF), O (water), CN(C)C=O (DMF), C1CCOC1 (THF). Run at time 8 hour. Product: BrC=1C=C2C=CC(=CC2=CC1)OCC=C (6-Bromo-2-(2-propenyloxy)naphthalene). Yield: 36.4%. Reaction SMILES: [Br:1][C:2]1[CH:3]=[C:4]2[C:9](=[CH:10][CH:11]=1)[CH:8]=[C:7]([OH:12])[CH:6]=[CH:5]2.[H-].[Na+].Br[CH2:16][CH2:17][CH:18]=C.CN(C)P(=O)(N(C)C)N(C)C>C1COCC1.CN(C=O)C.O>[Br:1][C:2]1[CH:3]=[C:4]2[C:9](=[CH:10][CH:11]=1)[CH:8]=[C:7]([O:12][CH2:18][CH:17]=[CH2:16])[CH:6]=[CH:5]2 |f:1.2|. Procedure: A solution of 10.00 g (45 mmol, Aldrich) of 6-bromo-2-naphthol and 2.16 g (49.0 mmol, 1.1 eq. 60% in oil, Aldrich) of NaH dispersion in 100 ml of dry THF was stirred at 0° C., until gas evolution ceased. A solution of 4.60 ml (45.0 mmol, Aldrich) of 4-bromo-1-butene in 25 ml of DMF was added dropwise and the solution was warmed to room temperature, then stirred at 70° C. overnight. To this solution was added 2.28 ml (22.5 mmol, 0.5 eq., Aldrich) of 4-bromo-1-butene and 6 ml of hexamethylphosphor... Starting materials: O=C1OC(C2=CC(=CC=C12)C(=O)O)=O (1,3-dioxo-1,3-dihydroisobenzofuran-5-carboxylic acid), C1CCOC1 (THF), CN (methylamine), CN (methylamine). Solvent: CC(=O)O (AcOH). Reaction conditions: time 12 hour. The product is CN1C(C2=CC=C(C=C2C1=O)C(=O)O)=O (2-methyl-1,3-dioxoisoindoline-5-carboxylic acid). RXN SMILES: [O:1]=[C:2]1[C:10]2[C:5](=[CH:6][C:7]([C:11]([OH:13])=[O:12])=[CH:8][CH:9]=2)[C:4](=O)[O:3]1.C1COCC1.[CH3:20][NH2:21]>CC(O)=O>[CH3:20][N:21]1[C:4](=[O:3])[C:5]2[C:10](=[CH:9][CH:8]=[C:7]([C:11]([OH:13])=[O:12])[CH:6]=2)[C:2]1=[O:1]. Procedure details: To a microwave vial was added 1,3-dioxo-1,3-dihydroisobenzofuran-5-carboxylic acid (200 mg, 1.041 mmol), THF (2 mL) and methylamine (2.0M THF, 2.0 mL). The flask was irradiated in a microwave at 100° C. for 5 min. At this time, AcOH (glacial, 0.4 mL) and an additional portion of methylamine (2.0M THF, 2.0 mL) were added, and the flask was placed in a the microwave at 100° C. for 2 h. The flask was allowed to cool and then azeotropically dried (toluene, 3×5 mL). The flask was placed under a high ... The reactants are C(C)OC(CC1=C(C=C(C=C1)NC1=NC=CC=C1[N+](=O)[O-])Cl)=O ([2-chloro-4-(3-nitro-pyridin-2-ylamino)-phenyl]-acetic acid ethyl ester), CCO (EtOH). Run in CCCCCC.CCOC(=O)C (Hexane EtOAc). Reaction conditions: time 4 hour. Yields the product C(C)OC(CC1=C(C=C(C=C1)NC1=NC=CC=C1N)Cl)=O ([4-(3-Amino-pyridin-2-ylamino)-2-chloro-phenyl]-acetic acid ethyl ester). RXN SMILES: [CH2:1]([O:3][C:4](=[O:23])[CH2:5][C:6]1[CH:11]=[CH:10][C:9]([NH:12][C:13]2[C:18]([N+:19]([O-])=O)=[CH:17][CH:16]=[CH:15][N:14]=2)=[CH:8][C:7]=1[Cl:22])[CH3:2].CCO>CCCCCC.CCOC(C)=O>[CH2:1]([O:3][C:4](=[O:23])[CH2:5][C:6]1[CH:11]=[CH:10][C:9]([NH:12][C:13]2[C:18]([NH2:19])=[CH:17][CH:16]=[CH:15][N:14]=2)=[CH:8][C:7]=1[Cl:22])[CH3:2] |f:2.3|. Procedure: is obtained analogously to the method as described in Step 1.3 but using [2-chloro-4-(3-nitro-pyridin-2-ylamino)-phenyl]-acetic acid ethyl ester instead of [4-(3-nitro-pyridin-2-ylamino)-phenyl]-acetic acid methyl ester as a starting material, EtOH instead of MeOH as the solvent and the reaction mixture is stirred for 22 hours instead of 4 hours at rt. ES-MS: 306.1 [M+H]+; single peak at tR=3.06 min (System 1); Rf=0.16 (Hexane/EtOAc, 1:1). The reactants are ClC(Cl)(Cl)Cl, Cc1c(C(=O)O)oc2c(C(C)(C)C)ccc(O)c12, Cl, [Cu], c1ccc2ncccc2c1. The product is Cc1coc2c(C(C)(C)C)ccc(O)c12. RXN SMILES: [C:31]([Cl:32])([Cl:33])([Cl:34])[Cl:35].[CH3:1][c:2]1[c:3]([C:16]([OH:17])=[O:18])[o:4][c:5]2[c:6]1[c:7]([OH:15])[cH:8][cH:9][c:10]2[C:11]([CH3:12])([CH3:13])[CH3:14].[ClH:29].[Cu:30].[cH:19]1[cH:20][c:21]2[c:22]([n:23][cH:24][cH:25][cH:26]2)[cH:27][cH:28]1>>[CH3:1][c:2]1[cH:3][o:4][c:5]2[c:6]1[c:7]([OH:15])[cH:8][cH:9][c:10]2[C:11]([CH3:12])([CH3:13])[CH3:14].